This data is from the Open Reaction Database (ORD), a public repository of structured organic reaction records. The task is: describe an organic reaction: reactants, conditions, products, and yield Starting materials: Cl.Cl.N1=CC(=CC=C1)CC=1C=CC(NC1)=O (5-(3-Pyridylmethyl)-2-pyridone dihydrochloride), [OH-].[Na+] (sodium hydroxide). Run in O (water). Yields the product N1=CC(=CC=C1)CC=1C=CC(NC1)=O (5-(3-pyridylmethyl)-2-pyridone). Yield: 100.5%. Reaction SMILES: Cl.Cl.[N:3]1[CH:8]=[CH:7][CH:6]=[C:5]([CH2:9][C:10]2[CH:11]=[CH:12][C:13](=[O:16])[NH:14][CH:15]=2)[CH:4]=1.[OH-].[Na+]>O>[N:3]1[CH:8]=[CH:7][CH:6]=[C:5]([CH2:9][C:10]2[CH:11]=[CH:12][C:13](=[O:16])[NH:14][CH:15]=2)[CH:4]=1 |f:0.1.2,3.4|. Procedure: 5-(3-Pyridylmethyl)-2-pyridone dihydrochloride (36 g) was dissolved in water, basified with sodium hydroxide and extracted into chloroform (3×100 ml). The combined extracts were dried over magnesium sulphate and the solvent removed to give 5-(3-pyridylmethyl)-2-pyridone (26 g), m.p. 142°-144° C. Reactants: C1CCOC1, COC(=O)c1cc(Oc2ncc(C(=O)N3CCC3)cc2Cl)cc(OC(CF)CF)c1, [Na+], [OH-], O. The product is O=C(O)c1cc(Oc2ncc(C(=O)N3CCC3)cc2Cl)cc(OC(CF)CF)c1. As a reaction SMILES: [CH2:33]1[O:34][CH2:35][CH2:36][CH2:37]1.[N:1]1([C:5](=[O:6])[c:7]2[cH:8][c:9]([Cl:30])[c:10]([O:13][c:14]3[cH:15][c:16]([C:17](=[O:18])[O:19][CH3:20])[cH:21][c:22]([O:24][CH:25]([CH2:26][F:27])[CH2:28][F:29])[cH:23]3)[n:11][cH:12]2)[CH2:2][CH2:3][CH2:4]1.[Na+:32].[OH-:31].[OH2:38]>>[N:1]1([C:5](=[O:6])[c:7]2[cH:8][c:9]([Cl:30])[c:10]([O:13][c:14]3[cH:15][c:16]([C:17](=[O:18])[OH:19])[cH:21][c:22]([O:24][CH:25]([CH2:26][F:27])[CH2:28][F:29])[cH:23]3)[n:11][cH:12]2)[CH2:2][CH2:3][CH2:4]1.